Dataset: the Open Reaction Database (ORD), a public repository of structured organic reaction records. Task: describe an organic reaction: reactants, conditions, products, and yield Starting materials: CC(C)[N-]C(C)C, Cl, [GeH4], [Li+], COc1ccc(SC(C(=O)O)[N+](=O)[O-])s1, CC(C)CCO[N+](=O)[O-]. The product is COc1ccc(SC[N+](=O)[O-])s1. Reaction SMILES: [CH:1]([N-:2][CH:3]([CH3:4])[CH3:5])([CH3:6])[CH3:7].[ClH:18].[GeH4:34].[Li+:8].[N+:19](=[O:20])([O-:21])[CH:22]([C:23]([OH:24])=[O:25])[S:26][c:27]1[cH:28][cH:29][c:30]([O:32][CH3:33])[s:31]1.[N+:9]([O-:10])([O:11][CH2:12][CH2:13][CH:14]([CH3:15])[CH3:16])=[O:17]>>[N+:19](=[O:20])([O-:21])[CH2:22][S:26][c:27]1[cH:28][cH:29][c:30]([O:32][CH3:33])[s:31]1. The reactants are CC(C)(C)[O-], CON=C(C)C(C)=O, COC(=O)CP(=O)(OC)OC, [K+], C1CCOC1. Product: CON=C(C)C(C)=CC(=O)OC. Reaction SMILES: [CH3:12][C:13]([CH3:14])([O-:15])[CH3:16].[CH3:18][O:19][N:20]=[C:21]([CH3:22])[C:23]([CH3:24])=[O:25].[CH3:1][O:2][C:3](=[O:4])[CH2:5][P:6]([O:7][CH3:8])(=[O:9])[O:10][CH3:11].[K+:17].[O:26]1[CH2:27][CH2:28][CH2:29][CH2:30]1>>[CH3:1][O:2][C:3](=[O:4])[CH:5]=[C:23]([C:21](=[N:20][O:19][CH3:18])[CH3:22])[CH3:24]. Starting materials: CCO, Clc1ncc(Cl)c(Cl)n1, CCOC(=O)c1c[nH]nc1N, [Na+], [Na+], O=C([O-])[O-]. The product is CCOC(=O)c1c[nH]nc1Nc1nc(Cl)ncc1Cl. As a reaction SMILES: [CH3:27][CH2:28][OH:29].[Cl:12][c:13]1[n:14][cH:15][c:16]([Cl:20])[c:17]([Cl:19])[n:18]1.[NH2:1][c:2]1[n:3][nH:4][cH:5][c:6]1[C:7](=[O:8])[O:9][CH2:10][CH3:11].[Na+:21].[Na+:22].[O-:23][C:24](=[O:25])[O-:26]>>[NH:1]([c:2]1[n:3][nH:4][cH:5][c:6]1[C:7](=[O:8])[O:9][CH2:10][CH3:11])[c:17]1[c:16]([Cl:20])[cH:15][n:14][c:13]([Cl:12])[n:18]1. Starting materials: CCOC(=O)C(=O)N(CCC#Cc1cccs1)C(C)(C)C, Cl, [K+], C1COCCO1, [OH-], O. Product: CC(C)(C)N(CCC#Cc1cccs1)C(=O)C(=O)O. RXN SMILES: [C:1]([CH3:2])([CH3:3])([CH3:4])[N:5]([C:6]([C:7](=[O:8])[O:9][CH2:10][CH3:11])=[O:12])[CH2:13][CH2:14][C:15]#[C:16][c:17]1[s:18][cH:19][cH:20][cH:21]1.[ClH:24].[K+:23].[O:25]1[CH2:26][CH2:27][O:28][CH2:29][CH2:30]1.[OH-:22].[OH2:31]>>[C:1]([CH3:2])([CH3:3])([CH3:4])[N:5]([C:6]([C:7](=[O:8])[OH:9])=[O:12])[CH2:13][CH2:14][C:15]#[C:16][c:17]1[s:18][cH:19][cH:20][cH:21]1. Isolated yield 68.1%. Starting materials: ClC1=C(C=CC=C1)C=1C=C(NN1)C(=O)NN (5-(2-chlorophenyl)-2H-pyrazole-3-carboxylic acid hydrazide), OC=1C=C(C=O)C=CC1OC (3-hydroxy-4-methoxybenzaldehyde). RXN SMILES: [Cl:1][C:2]1[CH:7]=[CH:6][CH:5]=[CH:4][C:3]=1[C:8]1[CH:9]=[C:10]([C:13]([NH:15][NH2:16])=[O:14])[NH:11][N:12]=1.[OH:17][C:18]1[CH:19]=[C:20]([CH:23]=[CH:24][C:25]=1[O:26][CH3:27])[CH:21]=O>C(O)C>[OH:17][C:18]1[CH:19]=[C:20]([CH:21]=[N:16][NH:15][C:13]([C:10]2[NH:11][N:12]=[C:8]([C:3]3[CH:4]=[CH:5][CH:6]=[CH:7][C:2]=3[Cl:1])[CH:9]=2)=[O:14])[CH:23]=[CH:24][C:25]=1[O:26][CH3:27]. Reported procedure: In ethanol (3 ml), 5-(2-chlorophenyl)-2H-pyrazole-3-carboxylic acid hydrazide (30 mg) prepared in the Step 22-1-3 and 3-hydroxy-4-methoxybenzaldehyde (25 mg) was heated under reflux for 24 hours. After the mixture was allowed to cool, the precipitated crystal was separated by filtration and dried to give the title compound (32 mg, 68%). The product is OC=1C=C(C=CC1OC)C=NNC(=O)C=1NN=C(C1)C1=C(C=CC=C1)Cl (5-(2-Chlorophenyl)-2H-pyrazole-3-carboxylic acid [1-(3-hydroxy-4-methoxyphenyl)methylidene]hydrazide). Run in C(C)O (ethanol). As a reaction SMILES: Br[C:2]1[C:3]([CH3:22])=[C:4]([CH3:21])[C:5]2[O:9][C:8]([CH3:11])([CH3:10])[CH:7]([C:12]3[CH:17]=[CH:16][C:15]([CH3:18])=[CH:14][CH:13]=3)[C:6]=2[C:19]=1[CH3:20].[CH2:23]([NH2:30])[C:24]1[CH:29]=[CH:28][CH:27]=[CH:26][CH:25]=1.C(O[Na])(C)(C)C.Cl>C([O-])(=O)C.[Pd+2].C([O-])(=O)C.O.C1(C)C=CC=CC=1>[CH2:23]([NH:30][C:2]1[C:3]([CH3:22])=[C:4]([CH3:21])[C:5]2[O:9][C:8]([CH3:11])([CH3:10])[CH:7]([C:12]3[CH:17]=[CH:16][C:15]([CH3:18])=[CH:14][CH:13]=3)[C:6]=2[C:19]=1[CH3:20])[C:24]1[CH:29]=[CH:28][CH:27]=[CH:26][CH:25]=1 |f:4.5.6|. Procedure: Under a nitrogen atmosphere, to toluene (500 mL) were added 5-bromo-2,2,4,6,7-pentamethyl-3-(4-methylphenyl)-2,3-dihydro-1-benzofuran (100 g) and benzylamine (36.5 mL), then palladium acetate (62.5 mg) and 2,2′-bis(diphenylphosphinino)-1,1′-binaphthyl [(BINAP, 0.52 g)], and further t-BuONa (37.45 g). The mixture was stirred at 25° C. for 20 minutes and then at 107° C. for 24 hours. To the mixture were added dropwise 1N HCl (167 mL) and water (113 mL) at 70° C. or below, and the mixture was stirr... Run in C1(=CC=CC=C1)C (toluene), O (water). Yields the product C(C1=CC=CC=C1)NC=1C(=C(C2=C(C(C(O2)(C)C)C2=CC=C(C=C2)C)C1C)C)C (N-benzyl-2,2,4,6,7-pentamethyl-3-(4-methylphenyl)-2,3-dihydro-l-benzofuran-5-amine). Conditions: temperature 25 celsius, time 20 minute. Reagents/catalysts: C(C)(=O)[O-].[Pd+2].C(C)(=O)[O-] (palladium acetate). The reactants are BrC=1C(=C(C2=C(C(C(O2)(C)C)C2=CC=C(C=C2)C)C1C)C)C (5-bromo-2,2,4,6,7-pentamethyl-3-(4-methylphenyl)-2,3-dihydro-1-benzofuran), C(C1=CC=CC=C1)N (benzylamine), C(C)(C)(C)O[Na] (t-BuONa), Cl (HCl), 2,2′-bis(diphenylphosphinino)-1,1′-binaphthyl. Yield: 92.3%. Reactants: O (water), FC(SC1=CC=C(C=C1)O)(F)F (4-(trifluoromethylthio)phenol), CS(=O)(=O)C1=NC=C(C=C1)S(=O)(=O)C (2,5-bis(methylsulfonyl) pyridine), CC(C)(C)[O-].[K+] (t-BuOK). Run in C1CCOC1 (THF). Yields the product CS(=O)(=O)C=1C=CC(=NC1)OC1=CC=C(C=C1)SC(F)(F)F (5-(methylsulfonyl)-2-(4-((trifluoromethyl)thio)phenoxy)pyridine). The yield is 60.0%. RXN SMILES: [F:1][C:2]([F:12])([F:11])[S:3][C:4]1[CH:9]=[CH:8][C:7]([OH:10])=[CH:6][CH:5]=1.CC([O-])(C)C.[K+].CS([C:23]1[CH:28]=[CH:27][C:26]([S:29]([CH3:32])(=[O:31])=[O:30])=[CH:25][N:24]=1)(=O)=O.O>C1COCC1>[CH3:32][S:29]([C:26]1[CH:27]=[CH:28][C:23]([O:10][C:7]2[CH:6]=[CH:5][C:4]([S:3][C:2]([F:11])([F:1])[F:12])=[CH:9][CH:8]=2)=[N:24][CH:25]=1)(=[O:31])=[O:30] |f:1.2|. Procedure details: To 4.95 g of 4-(trifluoromethylthio)phenol dissolved in a 20 ml THF/20 ml DMSO mixture was added 2.9 g of t-BuOK and then 6.0 g of 2,5-bis(methylsulfonyl) pyridine, and the resulting mixture heated at 58° C. for 11/2 hrs. The reaction mixture was cooled to room temperature and added to approximately 3 to 4 volumes of water. The yellow-brown precipitate that formed was removed by filtration and then recrystallized from CH2Cl2 /ethanol. The purified product, 5-(methylsulfonyl)-2-(4-((trifluorometh... Isolated yield 57.5%. Reagents/catalysts: C=1C=CC(=CC1)[P](C=2C=CC=CC2)(C=3C=CC=CC3)[Pd]([P](C=4C=CC=CC4)(C=5C=CC=CC5)C=6C=CC=CC6)([P](C=7C=CC=CC7)(C=8C=CC=CC8)C=9C=CC=CC9)[P](C=1C=CC=CC1)(C=1C=CC=CC1)C=1C=CC=CC1 (Pd(Ph3P)4). Reported procedure: Nitrogen was bubbled through a mixture of 6-(trifluoromethyl)pyridin-3-ylboronic acid (828 mg, 4.34 mmol), 6-bromo-3-chloropicolinaldehyde (956 mg, 4.34 mmol), Na2CO3 (919 mg, 8.67 mmol), DME (20 mL) and water (10 mL) for 35 minutes, followed by the addition of Pd(Ph3P)4 (75 mg, 0.065 mmol). Nitrogen for bubbled through the mixture for 10 minutes. The reaction mixture was heated overnight at 75° C., after which it was cooled to room temperature, followed by the addition of 200 mL EtOAc and washi... The solvent is O (water). The reactants are FC(C1=CC=C(C=N1)B(O)O)(F)F (6-(trifluoromethyl)pyridin-3-ylboronic acid), BrC1=CC=C(C(=N1)C=O)Cl (6-bromo-3-chloropicolinaldehyde), C(=O)([O-])[O-].[Na+].[Na+] (Na2CO3), COCCOC (DME). Yields the product ClC=1C=CC(=NC1C=O)C=1C=NC(=CC1)C(F)(F)F (5-chloro-6′-(trifluoromethyl)-2,3′-bipyridine-6-carbaldehyde). Reaction conditions: temperature 75 celsius. RXN SMILES: [F:1][C:2]([F:13])([F:12])[C:3]1[N:8]=[CH:7][C:6](B(O)O)=[CH:5][CH:4]=1.Br[C:15]1[N:20]=[C:19]([CH:21]=[O:22])[C:18]([Cl:23])=[CH:17][CH:16]=1.C([O-])([O-])=O.[Na+].[Na+].COCCOC>C1C=CC([P]([Pd]([P](C2C=CC=CC=2)(C2C=CC=CC=2)C2C=CC=CC=2)([P](C2C=CC=CC=2)(C2C=CC=CC=2)C2C=CC=CC=2)[P](C2C=CC=CC=2)(C2C=CC=CC=2)C2C=CC=CC=2)(C2C=CC=CC=2)C2C=CC=CC=2)=CC=1.O>[Cl:23][C:18]1[CH:17]=[CH:16][C:15]([C:6]2[CH:7]=[N:8][C:3]([C:2]([F:13])([F:12])[F:1])=[CH:4][CH:5]=2)=[N:20][C:19]=1[CH:21]=[O:22] |f:2.3.4,^1:39,41,60,79|.